This data is from the Open Reaction Database (ORD), a public repository of structured organic reaction records. The task is: describe an organic reaction: reactants, conditions, products, and yield Reactants: O=S(=O)(OCCOC1CCCCC1)c1ccc(Br)cc1, CC(C)=O, [I-], [Na+]. Yields the product ICCOC1CCCCC1. RXN SMILES: [Br:1][c:2]1[cH:3][cH:4][c:5]([S:6]([O:7][CH2:12][CH2:13][O:14][CH:15]2[CH2:16][CH2:17][CH2:18][CH2:19][CH2:20]2)(=[O:8])=[O:9])[cH:10][cH:11]1.[CH3:23][C:24](=[O:25])[CH3:26].[I-:22].[Na+:21]>>[CH2:12]([CH2:13][O:14][CH:15]1[CH2:16][CH2:17][CH2:18][CH2:19][CH2:20]1)[I:22].